Dataset: the Open Reaction Database (ORD), a public repository of structured organic reaction records. Task: describe an organic reaction: reactants, conditions, products, and yield Reactants: C(C)(=O)N1C(C(C2=CC=C(C=C12)C(=O)OC)=C(C1=CC=CC=C1)OCC)=O (1-acetyl-3-(1-ethoxy-1-phenylmethylene)-6-methoxycarbonyl-2-indolinone), O=S1(CCN(CC1)CC1=CC=C(N)C=C1)=O (4-(1,1-dioxo-thiomorpholin-4-yl-methyl)-aniline). The product is O=S1(CCN(CC1)CC1=CC=C(N\C(\C2=CC=CC=C2)=C\2/C(NC3=CC(=CC=C23)C(=O)OC)=O)C=C1)=O (3-Z-[1-(4-(1,1-dioxo-thiomorpholin-4-yl-methyl)-anilino)-1-phenyl-methylene]-6-methoxycarbonyl-2-indolinone). Reaction SMILES: C([N:4]1[C:12]2[C:7](=[CH:8][CH:9]=[C:10]([C:13]([O:15][CH3:16])=[O:14])[CH:11]=2)[C:6](=[C:17](OCC)[C:18]2[CH:23]=[CH:22][CH:21]=[CH:20][CH:19]=2)[C:5]1=[O:27])(=O)C.[O:28]=[S:29]1(=[O:43])[CH2:34][CH2:33][N:32]([CH2:35][C:36]2[CH:42]=[CH:41][C:39]([NH2:40])=[CH:38][CH:37]=2)[CH2:31][CH2:30]1>>[O:43]=[S:29]1(=[O:28])[CH2:30][CH2:31][N:32]([CH2:35][C:36]2[CH:42]=[CH:41][C:39]([NH:40]/[C:17](=[C:6]3\[C:5](=[O:27])[NH:4][C:12]4[C:7]\3=[CH:8][CH:9]=[C:10]([C:13]([O:15][CH3:16])=[O:14])[CH:11]=4)/[C:18]3[CH:23]=[CH:22][CH:21]=[CH:20][CH:19]=3)=[CH:38][CH:37]=2)[CH2:33][CH2:34]1. Procedure details: Prepared from 1-acetyl-3-(1-ethoxy-1-phenylmethylene)-6-methoxycarbonyl-2-indolinone and 4-(1,1-dioxo-thiomorpholin-4-yl-methyl)-aniline Rf value: 0.5 (silica gel, methylene chloride/methanol=10:1) C28H27N3O5S Reactants: ClC=1C=CC(=C(C1)N(S(=O)(=O)C1=CC=C(C=C1)C=C)CC(C)C)F (N-(5-chloro-2-fluorophenyl)-N-isobutyl-4-vinylbenzenesulfonamide), ClC=1C=C(C(=O)OO)C=CC1 (meta-chloroperoxybenzoic acid). Run in ClCCl (dichloromethane). Conditions: time 6 hour. Yields the product ClC=1C=CC(=C(C1)N(S(=O)(=O)C1=CC=C(C=C1)C1OC1)CC(C)C)F (N-(5-chloro-2-fluorophenyl)-N-isobutyl-4-(oxiran-2-yl)benzenesulfonamide). Isolated yield 58.5%. RXN SMILES: [Cl:1][C:2]1[CH:3]=[CH:4][C:5]([F:24])=[C:6]([N:8]([CH2:20][CH:21]([CH3:23])[CH3:22])[S:9]([C:12]2[CH:17]=[CH:16][C:15]([CH:18]=[CH2:19])=[CH:14][CH:13]=2)(=[O:11])=[O:10])[CH:7]=1.ClC1C=C(C=CC=1)C(OO)=[O:30]>ClCCl>[Cl:1][C:2]1[CH:3]=[CH:4][C:5]([F:24])=[C:6]([N:8]([CH2:20][CH:21]([CH3:22])[CH3:23])[S:9]([C:12]2[CH:17]=[CH:16][C:15]([CH:18]3[CH2:19][O:30]3)=[CH:14][CH:13]=2)(=[O:10])=[O:11])[CH:7]=1. Procedure details: To a stirred solution of N-(5-chloro-2-fluorophenyl)-N-isobutyl-4-vinylbenzenesulfonamide (824 mg, 2.240 mmol) in dichloromethane (DCM) at 0° C. was added meta-chloroperoxybenzoic acid (mCPBA) (1546 mg, 8.96 mmol) and the reaction mixture stirred for 6 hours from 0° C. to 25° C. The reaction was then washed with water (5 mL), sodium hydroxide solution (2M, 5 mL) and brine (5 mL), then evaporated in vacuo to give the required product (503 mg). LCMS [LCMS2] Rt 1.34 min, m/z (ES+) 384 (M+H). Reactants: CC#N, CC(C)c1cccc(C(C)C)c1N=C=O, CCCCCCCCCCCCc1cc(N)no1. Product: CCCCCCCCCCCCc1cc(NC(=O)Nc2c(C(C)C)cccc2C(C)C)no1. Reaction SMILES: [CH3:34][C:35]#[N:36].[CH:19]([CH3:20])([CH3:21])[c:22]1[c:23]([N:31]=[C:32]=[O:33])[c:24]([CH:28]([CH3:29])[CH3:30])[cH:25][cH:26][cH:27]1.[NH2:1][c:2]1[n:3][o:4][c:5]([CH2:7][CH2:8][CH2:9][CH2:10][CH2:11][CH2:12][CH2:13][CH2:14][CH2:15][CH2:16][CH2:17][CH3:18])[cH:6]1>>[NH:1]([c:2]1[n:3][o:4][c:5]([CH2:7][CH2:8][CH2:9][CH2:10][CH2:11][CH2:12][CH2:13][CH2:14][CH2:15][CH2:16][CH2:17][CH3:18])[cH:6]1)[C:32]([NH:31][c:23]1[c:22]([CH:19]([CH3:20])[CH3:21])[cH:27][cH:26][cH:25][c:24]1[CH:28]([CH3:29])[CH3:30])=[O:33]. Starting materials: C(C)(C)(C)OC(=O)NC=1C=C(C(=O)OC)C(=CN1)F (methyl 2-(tert-butoxycarbonylamino)-5-fluoroisonicotinate), Cl (hydrochloric acid). Run at temperature 25 celsius, time 20 hour. Yields the product NC=1C=C(C(=O)OC)C(=CN1)F (methyl 2-amino-5-fluoroisonicotinate). Yield: 82.2%. As a reaction SMILES: C(OC([NH:8][C:9]1[CH:10]=[C:11]([C:16]([F:19])=[CH:17][N:18]=1)[C:12]([O:14][CH3:15])=[O:13])=O)(C)(C)C.Cl>>[NH2:8][C:9]1[CH:10]=[C:11]([C:16]([F:19])=[CH:17][N:18]=1)[C:12]([O:14][CH3:15])=[O:13]. Procedure: A mixture of methyl 2-(tert-butoxycarbonylamino)-5-fluoroisonicotinate (1.80 g, 6.66 mmol) and hydrochloric acid (6N in ether, 40 ml, 240 mmol) is stirred for 20 hours at 25° C. The solvent is evaporated and the light brown slurry is diluted with ethyl acetate, cooled to 0° C. and adjusted to pH 8 with sat. aqueous sodium carbonate solution. The organic layer is washed with brine, dried with magnesium sulfate and the solvent is removed under reduced pressure affording methyl 2-amino-5-fluoroison... Reactants: CC#N, CC(C)Oc1cc(C(N)(Cc2ccccc2)c2cc(F)cc(OC(F)(F)C(F)F)c2)ccc1F, O=C(O)C=C(C(F)(F)F)C(F)(F)F. Product: CC(C)Oc1cc(C(Cc2ccccc2)(NC(=O)C=C(C(F)(F)F)C(F)(F)F)c2cc(F)cc(OC(F)(F)C(F)F)c2)ccc1F. As a reaction SMILES: [CH3:48][C:49]#[N:50].[F:1][c:2]1[c:3]([O:31][CH:32]([CH3:33])[CH3:34])[cH:4][c:5]([C:8]([CH2:9][c:10]2[cH:11][cH:12][cH:13][cH:14][cH:15]2)([NH2:16])[c:17]2[cH:18][c:19]([F:30])[cH:20][c:21]([O:23][C:24]([CH:25]([F:26])[F:27])([F:28])[F:29])[cH:22]2)[cH:6][cH:7]1.[F:35][C:36]([C:37](=[CH:38][C:39](=[O:40])[OH:41])[C:42]([F:43])([F:44])[F:45])([F:46])[F:47]>>[F:1][c:2]1[c:3]([O:31][CH:32]([CH3:33])[CH3:34])[cH:4][c:5]([C:8]([CH2:9][c:10]2[cH:11][cH:12][cH:13][cH:14][cH:15]2)([NH:16][C:39]([CH:38]=[C:37]([C:36]([F:35])([F:46])[F:47])[C:42]([F:43])([F:44])[F:45])=[O:40])[c:17]2[cH:18][c:19]([F:30])[cH:20][c:21]([O:23][C:24]([CH:25]([F:26])[F:27])([F:28])[F:29])[cH:22]2)[cH:6][cH:7]1. The reactants are COC(=O)Cc1cc(C(=O)c2ccc3cc(-c4ccccc4)[nH]c3c2)sc1Br, O=C1c2ccccc2C(=O)N1CCCCBr, CC#N. Product: COC(=O)Cc1cc(C(=O)c2ccc3cc(-c4ccccc4)n(CCCCN4C(=O)c5ccccc5C4=O)c3c2)sc1Br. As a reaction SMILES: [Br:1][c:2]1[s:3][c:4]([C:12](=[O:13])[c:14]2[cH:15][cH:16][c:17]3[cH:18][c:19](-[c:23]4[cH:24][cH:25][cH:26][cH:27][cH:28]4)[nH:20][c:21]3[cH:22]2)[cH:5][c:6]1[CH2:7][C:8](=[O:9])[O:10][CH3:11].[Br:29][CH2:30][CH2:31][CH2:32][CH2:33][N:34]1[C:35](=[O:44])[c:36]2[c:37]([cH:40][cH:41][cH:42][cH:43]2)[C:38]1=[O:39].[CH3:45][C:46]#[N:47]>>[Br:1][c:2]1[s:3][c:4]([C:12](=[O:13])[c:14]2[cH:15][cH:16][c:17]3[cH:18][c:19](-[c:23]4[cH:24][cH:25][cH:26][cH:27][cH:28]4)[n:20]([CH2:30][CH2:31][CH2:32][CH2:33][N:34]4[C:35](=[O:44])[c:36]5[c:37]([cH:40][cH:41][cH:42][cH:43]5)[C:38]4=[O:39])[c:21]3[cH:22]2)[cH:5][c:6]1[CH2:7][C:8](=[O:9])[O:10][CH3:11]. The reactants are C(C=C)C1=CC2=C(OCO2)C=C1 (5-(2-propenyl)-1,3-benzodioxole), CCC(=O)OO (perpropionic acid), peracid. The solvent is C1=CC=CC=C1 (benzene). Run at temperature 40 celsius, time 5 hour. Product: O1C(C1)CC1=CC2=C(OCO2)C=C1 (5-(oxiranylmethyl)-1,3-benzodioxole). As a reaction SMILES: [CH2:1]([C:4]1[CH:12]=[CH:11][C:7]2[O:8][CH2:9][O:10][C:6]=2[CH:5]=1)[CH:2]=[CH2:3].CCC(OO)=[O:16]>C1C=CC=CC=1>[O:16]1[CH2:3][CH:2]1[CH2:1][C:4]1[CH:12]=[CH:11][C:7]2[O:8][CH2:9][O:10][C:6]=2[CH:5]=1. Reported procedure: 19.90 g (0.11 mol) of 5-(2-propenyl)-1,3-benzodioxole were initially introduced into a double-walled flask having a stirrer and reflux condenser and are warmed to 40° C. 43.58 g (0.10 mol) of a 20.58% strength solution of perpropionic acid in benzene were added dropwise, whilst stirring, and stirring was continued at this temperature for a further 5 hours. Titrimetric analysis then showed a peracid conversion of 98%. Analysis of gas chromatography gave a selectivity for the 5-(oxiranylmethyl)-1,... Reactants: [BH3-]C#N, C1CCNC1, C1CCOC1, CC(=O)O, O=C(NC1CC(C(=O)Nc2ccc(-n3ccccc3=O)cc2F)CC1=O)c1ccc(Cl)s1, [Na+]. Yields the product O=C(NC1CC(C(=O)Nc2ccc(-n3ccccc3=O)cc2F)CC1N1CCCC1)c1ccc(Cl)s1. RXN SMILES: [C:42]([BH3-:43])#[N:44].[CH2:33]1[CH2:34][CH2:35][NH:36][CH2:37]1.[CH2:46]1[O:47][CH2:48][CH2:49][CH2:50]1.[CH3:38][C:39](=[O:40])[OH:41].[F:1][c:2]1[c:3]([NH:15][C:16](=[O:17])[CH:18]2[CH2:19][C:20](=[O:32])[CH:21]([NH:23][C:24](=[O:25])[c:26]3[s:27][c:28]([Cl:31])[cH:29][cH:30]3)[CH2:22]2)[cH:4][cH:5][c:6](-[n:8]2[c:9](=[O:14])[cH:10][cH:11][cH:12][cH:13]2)[cH:7]1.[Na+:45]>>[F:1][c:2]1[c:3]([NH:15][C:16](=[O:17])[CH:18]2[CH2:19][CH:20]([N:36]3[CH2:35][CH2:34][CH2:33][CH2:37]3)[CH:21]([NH:23][C:24](=[O:25])[c:26]3[s:27][c:28]([Cl:31])[cH:29][cH:30]3)[CH2:22]2)[cH:4][cH:5][c:6](-[n:8]2[c:9](=[O:14])[cH:10][cH:11][cH:12][cH:13]2)[cH:7]1. Starting materials: NC1=NNC(=C1C#N)N (3,5-Diamino-4-cyanopyrazole), COS(=O)(=O)OC (dimethylsulphate). The solvent is [OH-].[Na+] (sodium hydroxide). Yields the product NC1=NN(C(=C1C#N)N)C (3,5-diamino-4-cyano-1-methylpyrazole). Yield: 20.8%. RXN SMILES: [NH2:1][C:2]1[C:6]([C:7]#[N:8])=[C:5]([NH2:9])[NH:4][N:3]=1.[CH3:10]OS(OC)(=O)=O>[OH-].[Na+]>[NH2:1][C:2]1[C:6]([C:7]#[N:8])=[C:5]([NH2:9])[N:4]([CH3:10])[N:3]=1 |f:2.3|. Reported procedure: 3,5-Diamino-4-cyanopyrazole (6.1 g) was dissolved in 1 M sodium hydroxide solution (50 ml), and dimethylsulphate (6.2 g) was added. The mixture was heated at reflux for 21/2 hours and then evaporated to dryness. The residue was extracted with 2-methoxyethanol, and the extracts were evaporated. The residue was triturated with a small amount of water to give 3,5-diamino-4-cyano-1-methylpyrazole (1.4 g), m.p. 194°-196° C.